From a dataset of the Open Reaction Database (ORD), a public repository of structured organic reaction records. describe an organic reaction: reactants, conditions, products, and yield Reactants: C(C)(=O)OC(C)=O (acetic anhydride), NC1=CC=C(C=C1)C=1C(NC(NN1)=O)C (6-(4-aminophenyl)-5-methyl-4,5-dihydro-1,2,4-triazin-3(2H)-one), ice water. Solvent: C(=O)O (formic acid), C(=O)O (formic acid). Yields the product C(=O)NC1=CC=C(C=C1)C=1C(NC(NN1)=O)C (6-(4-formylaminophenyl)-5-methyl-4,5-dihydro-1,2,4-triazin-3(2H)-one). As a reaction SMILES: [C:1](OC(=O)C)(=[O:3])C.[NH2:8][C:9]1[CH:14]=[CH:13][C:12]([C:15]2[CH:16]([CH3:22])[NH:17][C:18](=[O:21])[NH:19][N:20]=2)=[CH:11][CH:10]=1>C(O)=O>[CH:1]([NH:8][C:9]1[CH:10]=[CH:11][C:12]([C:15]2[CH:16]([CH3:22])[NH:17][C:18](=[O:21])[NH:19][N:20]=2)=[CH:13][CH:14]=1)=[O:3]. Reported procedure: With ice-cooling and stirring, acetic anhydride (1.4 ml) was added dropwise to formic acid (0.7 ml) and the mixture was stirred at 50° C. for 15 minutes. This solution was added to a solution of 6-(4-aminophenyl)-5-methyl-4,5-dihydro-1,2,4-triazin-3(2H)-one (2.28 g) in formic acid (6 ml) with ice-cooling and stirring, followed by further stirring with ice-cooling for 50 minutes. The reaction mixture was poured into ice water and the resulting precipitate was collected by filtration and washed wi... Reactants: BrCC1CC1, O=C([O-])[O-], [Cs+], [Cs+], Ic1c[nH]cn1, CN(C)C=O. Yields the product Ic1cn(CC2CC2)cn1. RXN SMILES: [Br:13][CH2:14][CH:15]1[CH2:16][CH2:17]1.[C:7](=[O:8])([O-:9])[O-:10].[Cs+:11].[Cs+:12].[I:1][c:2]1[n:3][cH:4][nH:5][cH:6]1.[O:18]=[CH:19][N:20]([CH3:21])[CH3:22]>>[I:1][c:2]1[n:3][cH:4][n:5]([CH2:14][CH:15]2[CH2:16][CH2:17]2)[cH:6]1. Starting materials: C(CCC)OC(=O)C=1C(=C2C(=C(N1)O)SC(=C2)C2=CC=C(C=C2)OC)O (4,7-dihydroxy-2-(4-methoxy-phenyl)-thieno[2,3-c]pyridine-5-carboxylic acid butyl ester), C(CCC)OC(=O)C1=C(C2=C(C(=N1)O)C=C(S2)C2=CC=C(C=C2)OC)O (4,7-dihydroxy-2-(4-methoxy-phenyl)-thieno[3,2-c]pyridine-6-carboxylic acid butyl ester), 35Cl 37Cl. Product: OC1=C2C(=CN=C1C(=O)NCC(=O)O)SC(=C2)C2=CC=C(C=C2)OC ({[4-Hydroxy-2-(4-methoxy-phenyl)-thieno[2,3-c]pyridine-5-carbonyl]-amino}-acetic acid). Reaction SMILES: C(O[C:6]([C:8]1[C:9]([OH:26])=[C:10]2[CH:17]=[C:16]([C:18]3[CH:23]=[CH:22][C:21]([O:24][CH3:25])=[CH:20][CH:19]=3)[S:15][C:11]2=[C:12](O)[N:13]=1)=[O:7])CCC.C([O:31][C:32]([C:34]1[N:39]=C(O)C2C=C(C3C=CC(OC)=CC=3)SC=2C=1O)=[O:33])CCC>>[OH:26][C:9]1[C:8]([C:6]([NH:39][CH2:34][C:32]([OH:33])=[O:31])=[O:7])=[N:13][CH:12]=[C:11]2[S:15][C:16]([C:18]3[CH:19]=[CH:20][C:21]([O:24][CH3:25])=[CH:22][CH:23]=3)=[CH:17][C:10]=12. Procedure: The title compound was prepared from a mixture of 4,7-dihydroxy-2-(4-methoxy-phenyl)-thieno[2,3-c]pyridine-5-carboxylic acid butyl ester and 4,7-dihydroxy-2-(4-methoxy-phenyl)-thieno[3,2-c]pyridine-6-carboxylic acid butyl ester, example 3-b, under conditions analogous to experimental example 1-f. MS: (+) m/z 390.24, 392.19 (M+1, 35Cl/37Cl). Starting materials: C(=O)[C@]1([C@@H](N2C(C[C@H]2S1)=O)C(=O)OC(C1=CC=CC=C1)C1=CC=CC=C1)C (benzhydryl (2S,3R,5R)-3-formyl-3-methyl-7-oxo-4-thia-1-aza-bicyclo[3.2.0]heptane-2-carboxylate), C(C1=CC=CC=C1)OC(=O)C=P(C1=CC=CC=C1)(C1=CC=CC=C1)C1=CC=CC=C1 (benzyloxycarbonylmethylene-triphenylphosphorane). The solvent is C1CCOC1 (THF). Reaction conditions: temperature 50 celsius, time 2 hour. Product: C(C1=CC=CC=C1)OC(=O)/C=C/[C@]1([C@@H](N2C(C[C@H]2S1)=O)C(=O)OC(C1=CC=CC=C1)C1=CC=CC=C1)C (Benzhydryl (E)-(2S,3S,5R)-3-(2-benzyloxycarbonyl-vinyl)- 3-methyl-7-oxo-4-thia-1-aza-bicyclo[3.2.0]heptane-2-carboxylate). As a reaction SMILES: [CH:1]([C@:3]1([CH3:27])[S:9][C@H:8]2[N:5]([C:6](=[O:10])[CH2:7]2)[C@H:4]1[C:11]([O:13][CH:14]([C:21]1[CH:26]=[CH:25][CH:24]=[CH:23][CH:22]=1)[C:15]1[CH:20]=[CH:19][CH:18]=[CH:17][CH:16]=1)=[O:12])=O.[CH2:28]([O:35][C:36]([CH:38]=P(C1C=CC=CC=1)(C1C=CC=CC=1)C1C=CC=CC=1)=[O:37])[C:29]1[CH:34]=[CH:33][CH:32]=[CH:31][CH:30]=1>C1COCC1>[CH2:28]([O:35][C:36](/[CH:38]=[CH:1]/[C@:3]1([CH3:27])[S:9][C@H:8]2[N:5]([C:6](=[O:10])[CH2:7]2)[C@H:4]1[C:11]([O:13][CH:14]([C:21]1[CH:22]=[CH:23][CH:24]=[CH:25][CH:26]=1)[C:15]1[CH:16]=[CH:17][CH:18]=[CH:19][CH:20]=1)=[O:12])=[O:37])[C:29]1[CH:34]=[CH:33][CH:32]=[CH:31][CH:30]=1. Reported procedure: 763 mg (2.0 mmol) of benzhydryl (2S,3R,5R)-3-formyl-3-methyl-7-oxo-4-thia-1-aza-bicyclo[3.2.0]heptane-2-carboxylate were dissolved in 15 ml of THF under argon, treated with 821 mg (2.0 mmol) of benzyloxycarbonylmethylene-triphenylphosphorane and the orange solution was stirred at 50° C. for 2 hours. It was left to cool to room temperature, the solvent was removed on a rotary evaporator and the red-brown oil was chromatographed over silica gel (particle size 0.040-0.063 mm) with ethyl acetate:hex... Starting materials: CCCC(=O)c1cnc2c(C(=O)OC)cccc2c1Nc1ccccc1C, CCO, [K+], [OH-]. Reaction SMILES: [C:1]([CH2:2][CH2:3][CH3:4])(=[O:5])[c:6]1[cH:7][n:8][c:9]2[c:10]([C:24](=[O:25])[O:26][CH3:27])[cH:11][cH:12][cH:13][c:14]2[c:15]1[NH:16][c:17]1[c:18]([CH3:23])[cH:19][cH:20][cH:21][cH:22]1.[CH3:30][CH2:31][OH:32].[K+:29].[OH-:28]>>[C:1]([CH2:2][CH2:3][CH3:4])(=[O:5])[c:6]1[cH:7][n:8][c:9]2[c:10]([C:24](=[O:25])[OH:26])[cH:11][cH:12][cH:13][c:14]2[c:15]1[NH:16][c:17]1[c:18]([CH3:23])[cH:19][cH:20][cH:21][cH:22]1. Product: CCCC(=O)c1cnc2c(C(=O)O)cccc2c1Nc1ccccc1C. Run at temperature -78 celsius, time 1 hour. Procedure details: n-Butyl lithium in hexane (18.4 mL, 2.5 M in n-hexane) was slowly added to isopropyl-methyl-prop-2-ynyl-amine (5.1 g, 46 mmol) in 50 mL of tetrahydrofuran under nitrogen. The mixture was stirred for 1 hr at −78° C., then dry carbon dioxide was passed through overnight. The resulting solution was poured into water and washed with ethyl acetate. The aqueous layer was evaporated under reduced pressure to give the crude acid. The dry acid was dissolved in methanol, and the insoluble salt was removed... Run in CCCCCC (hexane), O1CCCC1 (tetrahydrofuran), CO (methanol). As a reaction SMILES: C([Li])CCC.[CH:6]([N:9]([CH3:13])[CH2:10][C:11]#[CH:12])([CH3:8])[CH3:7].[C:14](=[O:16])=[O:15].O>CCCCCC.O1CCCC1.CO>[CH:6]([N:9]([CH3:13])[CH2:10][C:11]#[C:12][C:14]([OH:16])=[O:15])([CH3:8])[CH3:7]. Starting materials: C(CCC)[Li] (n-Butyl lithium), C(C)(C)N(CC#C)C (isopropyl-methyl-prop-2-ynyl-amine), O (water), C(=O)=O (carbon dioxide). Yields the product C(C)(C)N(CC#CC(=O)O)C (4-(isopropyl-methyl-amino)-but-2-ynoic acid). Starting materials: CC(C)(C)O[Al](OC(C)(C)C)OC(C)(C)C, C1CCOC1, [H-], [Li+], [Na+], O=C([O-])O, CC12CCC3C(CCC4CC(O)CCC43C)C1CCC2=S. Product: CC12CCC3C(CCC4CC(O)CCC43C)C1CCC2S. RXN SMILES: [C:2]([O:3][Al:4]([O:5][C:6]([CH3:7])([CH3:8])[CH3:9])[O:10][C:11]([CH3:12])([CH3:13])[CH3:14])([CH3:15])([CH3:16])[CH3:17].[CH2:45]1[O:46][CH2:47][CH2:48][CH2:49]1.[H-:1].[Li+:18].[Na+:44].[O-:40][C:41]([OH:42])=[O:43].[OH:19][CH:20]1[CH2:21][CH:22]2[CH2:23][CH2:24][CH:25]3[CH:26]4[CH2:27][CH2:28][C:29](=[S:39])[C:30]4([CH3:31])[CH2:32][CH2:33][CH:34]3[C:35]2([CH3:38])[CH2:36][CH2:37]1>>[OH:19][CH:20]1[CH2:21][CH:22]2[CH2:23][CH2:24][CH:25]3[CH:26]4[CH2:27][CH2:28][CH:29]([SH:39])[C:30]4([CH3:31])[CH2:32][CH2:33][CH:34]3[C:35]2([CH3:38])[CH2:36][CH2:37]1.